Task: describe an organic reaction: reactants, conditions, products, and yield. Dataset: the Open Reaction Database (ORD), a public repository of structured organic reaction records The reactants are C(C)OC(/C(=C/C(CC(C)(C)C)=O)/O)=O ((Z)-2-hydroxy-6,6-dimethyl-4-oxo-hept-2-enoic acid ethyl ester), Cl.NO (hydroxylamine hydrochloride), Cl (hydrochloric acid), [OH-].[Na+] (sodium hydroxide). Run in CCO (EtOH). Run at time 24 hour. The product is CC(CC1=CC(=NO1)C(=O)O)(C)C (5-(2,2-Dimethyl-propyl)-isoxazole-3-carboxylic acid). Reaction SMILES: C([O:3][C:4](=[O:15])/[C:5](/O)=[CH:6]/[C:7](=[O:13])[CH2:8][C:9]([CH3:12])([CH3:11])[CH3:10])C.Cl.[NH2:17]O.[OH-].[Na+].Cl>CCO>[CH3:10][C:9]([CH3:12])([CH3:11])[CH2:8][C:7]1[O:13][N:17]=[C:5]([C:4]([OH:3])=[O:15])[CH:6]=1 |f:1.2,3.4|. Procedure: To a solution of (Z)-2-hydroxy-6,6-dimethyl-4-oxo-hept-2-enoic acid ethyl ester (298.5 g, 1.39 mol) in EtOH (1600 ml) is added hydroxylamine hydrochloride (106.5 g, 1.53 mol) and the resulting solution is stirred at room temperature for 24 h. 2N aq sodium hydroxide (1740 ml, 3.48 mol) is added to the reaction and the resulting solution is stirred at rt for 2 h. The reaction mixture is acidified with 6N aq hydrochloric acid, concentrated to about 3 L, and extracted with EtOAc (2000 ml). The combi...